describe an organic reaction: reactants, conditions, products, and yield From a dataset of the Open Reaction Database (ORD), a public repository of structured organic reaction records. Starting materials: C(C1=CC=CC=C1)OC(NC1(CCNCC1)C)=O ((4-methyl-piperidin-4-yl)-carbamic acid benzyl ester), FC1=NC=CC=C1 (2-fluoropyridine). The product is C(C1=CC=CC=C1)OC(NC1(CCN(CC1)C1=NC=CC=C1)C)=O ((4-methyl-3,4,5,6-tetrahydro-2H-(1,2′)bipyridinyl-4-yl)-carbamic acid benzyl ester). As a reaction SMILES: [CH2:1]([O:8][C:9](=[O:18])[NH:10][C:11]1([CH3:17])[CH2:16][CH2:15][NH:14][CH2:13][CH2:12]1)[C:2]1[CH:7]=[CH:6][CH:5]=[CH:4][CH:3]=1.F[C:20]1[CH:25]=[CH:24][CH:23]=[CH:22][N:21]=1>>[CH2:1]([O:8][C:9](=[O:18])[NH:10][C:11]1([CH3:17])[CH2:16][CH2:15][N:14]([C:20]2[CH:25]=[CH:24][CH:23]=[CH:22][N:21]=2)[CH2:13][CH2:12]1)[C:2]1[CH:7]=[CH:6][CH:5]=[CH:4][CH:3]=1. Reported procedure: A stirred solution of (4-methyl-piperidin-4-yl)-carbamic acid benzyl ester (0.15 g, 0.61 mmol, Example 30B) and 2-fluoropyridine (0.3 mL, 3.5 mmol) was heated to 175° C. under microwave conditions for 1 hour. The reaction mixture was concentrated under reduced pressure and purified by chromatography (silica gel, eluting with 20% to 35% ethyl acetate in hexane) to provide (4-methyl-3,4,5,6-tetrahydro-2H-(1,2′)bipyridinyl-4-yl)-carbamic acid benzyl ester. MS (CI) m/z 326 (M+1)+; 1H NMR (300 MHz, C... Starting materials: C(C1=CC=CC=C1)=C1C(COC2=CC=C(C=C12)OC)NC(OCC)=O (ethyl 4-benzylidene-6-methoxychroman-3-ylcarbamate), C(=O)[O-].[NH4+] (ammonium formate). Reagents/catalysts: [Pd] (Pd/C). Run in CCO (EtOH), O (water). Conditions: temperature 70 celsius, time 1.5 hour. Yields the product C(C1=CC=CC=C1)C1C(COC2=CC=C(C=C12)OC)NC(OCC)=O (Ethyl 4-benzyl-6-methoxychroman-3-ylcarbamate). Reaction SMILES: [CH:1](=[C:8]1[C:17]2[C:12](=[CH:13][CH:14]=[C:15]([O:18][CH3:19])[CH:16]=2)[O:11][CH2:10][CH:9]1[NH:20][C:21](=[O:25])[O:22][CH2:23][CH3:24])[C:2]1[CH:7]=[CH:6][CH:5]=[CH:4][CH:3]=1.C([O-])=O.[NH4+]>CCO.O.[Pd]>[CH2:1]([CH:8]1[C:17]2[C:12](=[CH:13][CH:14]=[C:15]([O:18][CH3:19])[CH:16]=2)[O:11][CH2:10][CH:9]1[NH:20][C:21](=[O:25])[O:22][CH2:23][CH3:24])[C:2]1[CH:3]=[CH:4][CH:5]=[CH:6][CH:7]=1 |f:1.2|. Procedure: 3.1 g (9.1 mmol) of ethyl 4-benzylidene-6-methoxychroman-3-ylcarbamate were dissolved in 80 ml of EtOH and 910 mg (0.9 mmol) Pd/C were added. Then, 5.8 g (91 mmol) of ammonium formate dissolved in 20 ml of water were added and the mixture was warmed to 70° C. and stirred for 1.5 h. The mixture was cooled to room temperature. The catalyst was filtered off and washed with EtOH/water. The filtrate was concentrated in vacuo to remove EtOH. The aqueous concentrate was extracted with ethyl acetate (2×... Reactants: OC=1C=CC2=C(N(C(=N2)COC=2C=C(C(=O)OC)C=CC2)C)C1 (methyl 3-[(6-hydroxy-1-methyl-1H-benzimidazol-2-yl)methoxy]benzoate), C([O-])([O-])=O.[Cs+].[Cs+] (cesium carbonate), BrC=1C(=NC=C(C1)F)F (3-Bromo-2,5-difluoropyridine), N1=CC=CC2=CC=C3C=CC=NC3=C12 (1,10-phenanthroline). The reagents and catalysts are [Cu](I)I (copper iodide). Solvent: CN(C)C=O (DMF). Yields the product BrC=1C(=NC=C(C1)F)OC=1C=CC2=C(N(C(=N2)COC=2C=C(C(=O)OC)C=CC2)C)C1 (Methyl 3-({6-[(3-bromo-5-fluoropyridin-2-yl)oxy]-1-methyl-1H-benzimidazol-2-yl}methoxy)benzoate). Isolated yield 54.1%. RXN SMILES: [OH:1][C:2]1[CH:3]=[CH:4][C:5]2[N:9]=[C:8]([CH2:10][O:11][C:12]3[CH:13]=[C:14]([CH:19]=[CH:20][CH:21]=3)[C:15]([O:17][CH3:18])=[O:16])[N:7]([CH3:22])[C:6]=2[CH:23]=1.[Br:24][C:25]1[C:26](F)=[N:27][CH:28]=[C:29]([F:31])[CH:30]=1.N1C2C(=CC=C3C=2N=CC=C3)C=CC=1.C(=O)([O-])[O-].[Cs+].[Cs+]>[Cu](I)I.CN(C=O)C>[Br:24][C:25]1[C:26]([O:1][C:2]2[CH:3]=[CH:4][C:5]3[N:9]=[C:8]([CH2:10][O:11][C:12]4[CH:13]=[C:14]([CH:19]=[CH:20][CH:21]=4)[C:15]([O:17][CH3:18])=[O:16])[N:7]([CH3:22])[C:6]=3[CH:23]=2)=[N:27][CH:28]=[C:29]([F:31])[CH:30]=1 |f:3.4.5|. Procedure: The reaction and post-treatment were carried out according to Example (1f) using methyl 3-[(6-hydroxy-1-methyl-1H-benzimidazol-2-yl)methoxy]benzoate produced in Example (1e) (2.28 g, 7.30 mmol), 3-bromo-2,5-difluoropyridine produced in Example (8a) (1.56 g, 8.03 mmol), copper iodide (0.14 g, 0.73 mmol), 1,10-phenanthroline (0.13 g, 0.73 mmol), cesium carbonate (7.14 g, 21.9 mmol) and DMF (40 mL) to obtain the title compound (1.92 g, 54%) as a white solid. Reactants: CCOC(=O)C(C)(C)Oc1ccc(OCCc2nc(-c3ccccc3)oc2C)cc1C, C1CCOC1, CO, [Na+], [OH-]. Yields the product Cc1cc(OCCc2nc(-c3ccccc3)oc2C)ccc1OC(C)(C)C(=O)O. RXN SMILES: [CH2:1]([CH3:2])[O:3][C:4]([C:5]([CH3:6])([O:7][c:8]1[c:9]([CH3:29])[cH:10][c:11]([O:14][CH2:15][CH2:16][c:17]2[n:18][c:19](-[c:23]3[cH:24][cH:25][cH:26][cH:27][cH:28]3)[o:20][c:21]2[CH3:22])[cH:12][cH:13]1)[CH3:30])=[O:31].[CH2:34]1[O:35][CH2:36][CH2:37][CH2:38]1.[CH3:39][OH:40].[Na+:33].[OH-:32]>>[O:3]=[C:4]([C:5]([CH3:6])([O:7][c:8]1[c:9]([CH3:29])[cH:10][c:11]([O:14][CH2:15][CH2:16][c:17]2[n:18][c:19](-[c:23]3[cH:24][cH:25][cH:26][cH:27][cH:28]3)[o:20][c:21]2[CH3:22])[cH:12][cH:13]1)[CH3:30])[OH:31]. Reactants: Cl.ClC1=C2C(=NC(=C1)C1=CC(=CC=C1)Cl)CCC2 (4-chloro-2-(3-chlorophenyl)-6,7-dihydro-5H-cyclopenta[b]pyridine hydrochloride), NC1=CC=C(C=C1)CC(C)(O)C (1-(4-aminophenyl)-2-methylpropan-2-ol). Product: ClC=1C=C(C=CC1)C1=CC(=C2C(=N1)CCC2)NC2=CC=C(C=C2)CC(C)(O)C (1-(4-((2-(3-Chlorophenyl)-6,7-dihydro-5H-cyclopenta[b]pyridin-4-yl)amino)phenyl)-2-methylpropan-2-ol). The yield is 72.7%. Reaction SMILES: Cl.Cl[C:3]1[CH:8]=[C:7]([C:9]2[CH:14]=[CH:13][CH:12]=[C:11]([Cl:15])[CH:10]=2)[N:6]=[C:5]2[CH2:16][CH2:17][CH2:18][C:4]=12.[NH2:19][C:20]1[CH:25]=[CH:24][C:23]([CH2:26][C:27]([CH3:30])([OH:29])[CH3:28])=[CH:22][CH:21]=1>>[Cl:15][C:11]1[CH:10]=[C:9]([C:7]2[N:6]=[C:5]3[CH2:16][CH2:17][CH2:18][C:4]3=[C:3]([NH:19][C:20]3[CH:21]=[CH:22][C:23]([CH2:26][C:27]([CH3:30])([OH:29])[CH3:28])=[CH:24][CH:25]=3)[CH:8]=2)[CH:14]=[CH:13][CH:12]=1 |f:0.1|. Reported procedure: Following general procedure B1, 4-chloro-2-(3-chlorophenyl)-6,7-dihydro-5H-cyclopenta[b]pyridine hydrochloride (0.105 g, 0.35 mmol) was reacted with 1-(4-aminophenyl)-2-methylpropan-2-ol (0.086 g, 0.53 mmol) to afford the title compound (0.100 g, 73%) as a white solid. MW=392.92. 1H NMR (DMSO-d6, 500 MHz) δ 8.06 (s, 1H), 7.90-7.88 (m, 1H), 7.75-7.72 (m, 1H), 7.46-7.39 (m, 2H), 7.23-7.14 (m, 5H), 4.28 (s, 1H), 2.90 (t, J=7.5 Hz, 2H), 2.82 (t, J=7.5 Hz, 2H), 2.64 (s, 2H), 2.08 (quin, J=7.5 Hz, 2H)... Starting materials: CNCCN, CCOCC, CCOC(=O)C(F)(F)F. Yields the product CNCCNC(=O)C(F)(F)F. Reaction SMILES: [CH3:10][NH:11][CH2:12][CH2:13][NH2:14].[CH3:15][CH2:16][O:17][CH2:18][CH3:19].[F:1][C:2]([C:3]([O:5][CH2:4][CH3:6])=[O:7])([F:8])[F:9]>>[F:1][C:2]([C:3](=[O:5])[NH:14][CH2:13][CH2:12][NH:11][CH3:10])([F:8])[F:9]. Reactants: OC1=CC=C(C(=O)OC)C=C1 (methyl 4-hydroxybenzoate), [H-].[Na+] (sodium hydride), Intermediate 76. Yields the product COC(C1=CC=C(C=C1)OCC1=CC=CC=C1)=O (Methyl-4-benzyloxybenzoate). Isolated yield 175.7%. As a reaction SMILES: [OH:1][C:2]1[CH:11]=[CH:10][C:5]([C:6]([O:8][CH3:9])=[O:7])=[CH:4][CH:3]=1.[H-].[Na+]>>[CH3:9][O:8][C:6](=[O:7])[C:5]1[CH:4]=[CH:3][C:2]([O:1][CH2:6][C:5]2[CH:10]=[CH:11][CH:2]=[CH:3][CH:4]=2)=[CH:11][CH:10]=1 |f:1.2|. Reported procedure: The title compound (26.6 g, 110%) was prepared from methyl 4-hydroxybenzoate (15.2 g, 125 mmol) utilising sodium hydride as base, in a similar manner to Intermediate 76. 1H NMR (CDCl3) δ 8.00 (2H, d, J 8.9 Hz), 7.82-7.73 (5H, br m), 6.99 (2H, d, J 8.9 Hz), 5.12 (2H, s) and 3.89 (3H, s). MS (ES) m/e 243 [M+H]+.